This data is from the Open Reaction Database (ORD), a public repository of structured organic reaction records. The task is: describe an organic reaction: reactants, conditions, products, and yield The reactants are C(C1=CC=CC=C1)(=O)C1=CC(=C(C=C1)NN)[N+](=O)[O-] (4-benzoyl-2-nitrophenylhydrazine), C([O-])([O-])=O.[Na+].[Na+] (sodium carbonate), ClC1=C(C=C(C(=O)Cl)C=C1)S(N)(=O)=O (4-chloro-3-sulfamoylbenzoyl chloride). Run in O (water), O1CCOCC1 (dioxane), O1CCOCC1 (dioxane). Product: C(C1=CC=CC=C1)(=O)C1=CC(=C(C=C1)N(N)C(C1=CC(=C(C=C1)Cl)S(N)(=O)=O)=O)[N+](=O)[O-] (4-benzoyl-2-nitro-N-(4'-chloro-3'-sulfamoylbenzoyl)phenylhydrazine). Isolated yield 56.4%. As a reaction SMILES: [C:1]([C:9]1[CH:14]=[CH:13][C:12]([NH:15][NH2:16])=[C:11]([N+:17]([O-:19])=[O:18])[CH:10]=1)(=[O:8])[C:2]1[CH:7]=[CH:6][CH:5]=[CH:4][CH:3]=1.C(=O)([O-])[O-].[Na+].[Na+].[Cl:26][C:27]1[CH:35]=[CH:34][C:30]([C:31](Cl)=[O:32])=[CH:29][C:28]=1[S:36](=[O:39])(=[O:38])[NH2:37]>O.O1CCOCC1>[C:1]([C:9]1[CH:14]=[CH:13][C:12]([N:15]([C:31](=[O:32])[C:30]2[CH:34]=[CH:35][C:27]([Cl:26])=[C:28]([S:36](=[O:38])(=[O:39])[NH2:37])[CH:29]=2)[NH2:16])=[C:11]([N+:17]([O-:19])=[O:18])[CH:10]=1)(=[O:8])[C:2]1[CH:3]=[CH:4][CH:5]=[CH:6][CH:7]=1 |f:1.2.3|. Reported procedure: By using the process of Example 1(B), 28 g of 4-benzoyl-2-nitrophenylhydrazine, 272 ml of dioxane, 5.8 g of anhydrous sodium carbonate dissolved in 110 ml of water and 27.6 g of 4-chloro-3-sulfamoylbenzoyl chloride dissolved in 217 ml of dioxane were used as starting materials to yield 29.1 g (61%) of 4-benzoyl-2-nitro-N-(4'-chloro-3'-sulfamoylbenzoyl)phenylhydrazine, m.p.: 148° C. after recrystallization from methanol. The reactants are CC1=CC=C(O1)CNC1=NC2=CC=CC(=C2C=C1)CO ({2-[(5-Methyl-furan-2-ylmethyl)-amino]-quinolin-5-yl}-methanol), CS(=O)(=O)Cl (methanesulfonyl chloride), C(C)(C)N(C(C)C)CC (N,N-diisopropyl ethyl amine). The solvent is O1CCCC1 (tetrahydrofurane). Reaction conditions: time 8 hour. The product is ClCC1=C2C=CC(=NC2=CC=C1)NCC=1OC(=CC1)C ((5-Chloromethyl-quinolin-2-yl)-(5-methyl-furan-2-ylmethyl)-amine), solid. Yield: 79.0%. As a reaction SMILES: [CH3:1][C:2]1[O:6][C:5]([CH2:7][NH:8][C:9]2[CH:18]=[CH:17][C:16]3[C:11](=[CH:12][CH:13]=[CH:14][C:15]=3[CH2:19]O)[N:10]=2)=[CH:4][CH:3]=1.CS([Cl:25])(=O)=O.C(N(CC)C(C)C)(C)C>O1CCCC1>[Cl:25][CH2:19][C:15]1[CH:14]=[CH:13][CH:12]=[C:11]2[C:16]=1[CH:17]=[CH:18][C:9]([NH:8][CH2:7][C:5]1[O:6][C:2]([CH3:1])=[CH:3][CH:4]=1)=[N:10]2. Reported procedure: {2-[(5-Methyl-furan-2-ylmethyl)-amino]-quinolin-5-yl}-methanol (example 41, step A, 70 mg, 0.261 mmol) was dissolved in 2 mL tetrahydrofurane and methanesulfonyl chloride (34 mg, 0.297 mmol) and N,N-diisopropyl ethyl amine (41 mg, 0.318 mmol) were added. The reaction mixture was stirred at room temperature overnight and the solvent was evaporated off. The residue was purified by flash chromatography on silica gel (cyclohexane/ethyl acetate 100:0->50:50 gradient). (5-Chloromethyl-quinolin-2-yl)-(... RXN SMILES: [C:18]([O-:19])(=[O:20])[O-:21].[CH2:1]([CH3:2])[O:3][C:4](=[O:5])[c:6]1[o:7][c:8]2[c:9]([c:10]1[CH3:11])[c:12]([C:16]#[N:17])[cH:13][cH:14][cH:15]2.[CH3:26][CH2:27][OH:28].[CH3:29][S:30]([CH3:31])=[O:32].[Na+:22].[Na+:23].[OH:24][OH:25]>>[CH2:1]([CH3:2])[O:3][C:4](=[O:5])[c:6]1[o:7][c:8]2[c:9]([c:10]1[CH3:11])[c:12]([C:16]([NH2:17])=[O:19])[cH:13][cH:14][cH:15]2. Starting materials: O=C([O-])[O-], CCOC(=O)c1oc2cccc(C#N)c2c1C, CCO, CS(C)=O, [Na+], [Na+], OO. The product is CCOC(=O)c1oc2cccc(C(N)=O)c2c1C. Product: CN1CCN(c2ccc(Br)cc2)CC1. As a reaction SMILES: [Br:1][c:2]1[cH:3][cH:4][c:5]([N:8]2[CH2:9][CH2:10][NH:11][CH2:12][CH2:13]2)[cH:6][cH:7]1.[C:14](=[O:15])([O-:16])[O-:17].[CH3:20][I:21].[K+:18].[K+:19].[O:22]=[CH:23][N:24]([CH3:25])[CH3:26]>>[Br:1][c:2]1[cH:3][cH:4][c:5]([N:8]2[CH2:9][CH2:10][N:11]([CH3:14])[CH2:12][CH2:13]2)[cH:6][cH:7]1. Reactants: Brc1ccc(N2CCNCC2)cc1, O=C([O-])[O-], CI, [K+], [K+], CN(C)C=O. The reactants are FC(OC=1C=C(C=CC1)B(O)O)(F)F (3-(trifluoromethoxy)phenylboronic acid), ClC=1C=C(N=NC1)CN1C(=NC=C1)C (5-chloro-3-(2-methyl-imidazol-1-yl-methyl)-pyridazine). Product: Cl.CC=1N(C=CN1)CC=1N=NC=C(C1)C1=CC(=CC=C1)OC(F)(F)F (3-(2-Methyl-imidazol-1-yl-methyl)-5-(3-trifluoromethoxy-phenyl)-pyridazine hydrochloride). As a reaction SMILES: [F:1][C:2]([F:14])([F:13])[O:3][C:4]1[CH:5]=[C:6](B(O)O)[CH:7]=[CH:8][CH:9]=1.[Cl:15][C:16]1[CH:17]=[C:18]([CH2:22][N:23]2[CH:27]=[CH:26][N:25]=[C:24]2[CH3:28])[N:19]=[N:20][CH:21]=1>>[ClH:15].[CH3:28][C:24]1[N:23]([CH2:22][C:18]2[N:19]=[N:20][CH:21]=[C:16]([C:6]3[CH:7]=[CH:8][CH:9]=[C:4]([O:3][C:2]([F:14])([F:13])[F:1])[CH:5]=3)[CH:17]=2)[CH:27]=[CH:26][N:25]=1 |f:2.3|. Procedure: The title compound, MS: m/e=335.3 (M+H+), was prepared from 3-(trifluoromethoxy)phenylboronic acid and 5-chloro-3-(2-methyl-imidazol-1-yl-methyl)-pyridazine. Reactants: ClC1=CC=C(C=C1)C1(CCCNC12CCCC2)O (10-(4-Chlorophenyl)-10-hydroxy-6-azaspiro[4.5]decane), S(O)(O)(=O)=O (sulphuric acid). Conditions: time 1.5 hour. Product: S(=O)(=O)(O)O.ClC1=CC=C(C=C1)C1=CCCNC12CCCC2 (10-(4-chlorophenyl)-6-azaspiro[4.5]dec-9-ene sulphate). As a reaction SMILES: [Cl:1][C:2]1[CH:7]=[CH:6][C:5]([C:8]2(O)[C:13]3([CH2:17][CH2:16][CH2:15][CH2:14]3)[NH:12][CH2:11][CH2:10][CH2:9]2)=[CH:4][CH:3]=1.[S:19](=[O:23])(=[O:22])([OH:21])[OH:20]>>[S:19]([OH:23])([OH:22])(=[O:21])=[O:20].[Cl:1][C:2]1[CH:7]=[CH:6][C:5]([C:8]2[C:13]3([CH2:14][CH2:15][CH2:16][CH2:17]3)[NH:12][CH2:11][CH2:10][CH:9]=2)=[CH:4][CH:3]=1 |f:2.3|. Reported procedure: 10-(4-Chlorophenyl)-10-hydroxy-6-azaspiro[4.5]decane (1.6 g) was dissolved in concentrated sulphuric acid (18 ml) and stirred at ambient temperature for 1.5 hours. The mixture was poured cautiously onto ice-water (35 ml), stirred at 0° C. for 1 hour and allowed to stand at 4° C. for 24 hours. The product was collected by filtration, washed with water and dried in vacuo at ambient temperature to give 10-(4-chlorophenyl)-6-azaspiro[4.5]dec-9-ene sulphate as an off-white solid. Yield 1.7 g, mp 184°... Starting materials: C(C1=CC=CC=C1)(=O)Cl (benzoyl chloride), NC1=NC=C(C=N1)[N+](=O)[O-] (2-amino-5-nitropyrimidine), O (water). The solvent is N1=CC=CC=C1 (pyridine). Run at time 8 hour. Product: C(C1=CC=CC=C1)(=O)NC1=NC=C(C=N1)[N+](=O)[O-] (2-(N-benzoyl)amino-5-nitropyrimidine). Isolated yield 45.3%. Reaction SMILES: [NH2:1][C:2]1[N:7]=[CH:6][C:5]([N+:8]([O-:10])=[O:9])=[CH:4][N:3]=1.[C:11](Cl)(=[O:18])[C:12]1[CH:17]=[CH:16][CH:15]=[CH:14][CH:13]=1.O>N1C=CC=CC=1>[C:11]([NH:1][C:2]1[N:7]=[CH:6][C:5]([N+:8]([O-:10])=[O:9])=[CH:4][N:3]=1)(=[O:18])[C:12]1[CH:17]=[CH:16][CH:15]=[CH:14][CH:13]=1. Procedure details: To stirred solution of 2-amino-5-nitropyrimidine (1.0 g, 7.14 mmol) in pyridine (20 ml) was added benzoyl chloride (0.92 ml, 7.93 mmol). The mixture was refluxed for 4 hr under nitrogen atmosphere. The reactant mixture was cooled to the room temperature and poured into 200 ml water. The resulting mixture was stirred overnight and then filtered in vacuo. The filter cake was washed with water (20 ml*3) and dried in vacuo to give 2-(N-benzoyl)amino-5-nitropyrimidine as a white solid (790 mg).